Dataset: the Open Reaction Database (ORD), a public repository of structured organic reaction records. Task: describe an organic reaction: reactants, conditions, products, and yield Reactants: ClC1=CC=C(C=C1)S(=O)(=O)N([C@H]1[C@@H](CCCCC1)CO)CC1=CC=C(C=C1)C#N (4-chloro-N-(4-cyanobenzyl)-N-(trans-2-(hydroxymethyl)cycloheptyl)benzenesulfonamide), ClC1=CC=C(C=C1)S(=O)(=O)N[C@H]1[C@@H](CCCCC1)CO (4-chloro-N-(trans-2-(hydroxymethyl)cycloheptyl)benzenesulfonamide), C([O-])([O-])=O.[Cs+].[Cs+] (cesium carbonate), BrCC1=CC=C(C=C1)C=1OC=CN1 (2-(4-(bromomethyl)phenyl)oxazole). The product is title compound, ClC1=CC=C(C=C1)S(=O)(=O)N(CC1=CC=C(C=C1)C=1OC=CN1)[C@H]1[C@@H](CCCCC1)CO (4-chloro-N-(trans-2-(hydroxymethyl)cycloheptyl)-N-(4-(oxazol-2-yl)benzyl)benzenesulfonamide). Yield: 87.6%. As a reaction SMILES: [Cl:1][C:2]1[CH:7]=[CH:6][C:5]([S:8]([NH:11][C@@H:12]2[CH2:18][CH2:17][CH2:16][CH2:15][CH2:14][C@H:13]2[CH2:19][OH:20])(=[O:10])=[O:9])=[CH:4][CH:3]=1.C(=O)([O-])[O-].[Cs+].[Cs+].Br[CH2:28][C:29]1[CH:34]=[CH:33][C:32]([C:35]2[O:36][CH:37]=[CH:38][N:39]=2)=[CH:31][CH:30]=1.ClC1C=CC(S(N(CC2C=CC(C#N)=CC=2)[C@@H]2CCCCC[C@H]2CO)(=O)=O)=CC=1>>[Cl:1][C:2]1[CH:7]=[CH:6][C:5]([S:8]([N:11]([C@@H:12]2[CH2:18][CH2:17][CH2:16][CH2:15][CH2:14][C@H:13]2[CH2:19][OH:20])[CH2:28][C:29]2[CH:30]=[CH:31][C:32]([C:35]3[O:36][CH:37]=[CH:38][N:39]=3)=[CH:33][CH:34]=2)(=[O:9])=[O:10])=[CH:4][CH:3]=1 |f:1.2.3|. Reported procedure: The title compound was synthesized from 4-chloro-N-(trans-2-(hydroxymethyl)cycloheptyl)benzenesulfonamide (80 mg, 0.25 mmol), cesium carbonate (164 mg, 0.50 mmol), and 2-(4-(bromomethyl)phenyl)oxazole (72 mg, 0.30 mmol) according to the procedure described for 4-Chloro-N-(4-cyanobenzyl)-N-(trans-2-(hydroxymethyl)cycloheptyl)benzenesulfonamide (Example 40) to give 4-chloro-N-(trans-2-(hydroxymethyl)cycloheptyl)-N-(4-(oxazol-2-yl)benzyl)benzenesulfonamide (104 mg, 87%). 1H NMR (400 MHz, CDCl3) δ p...